Dataset: the Open Reaction Database (ORD), a public repository of structured organic reaction records. Task: describe an organic reaction: reactants, conditions, products, and yield Starting materials: BrB(Br)Br, C=CCOc1cc(CC(=O)OC)c(C(=O)c2ccc(OC)cc2)c(OCC=C)c1, CCCCCC, CO, ClCCl. The product is C=CCOc1cc(O)c(C(=O)c2ccc(OC)cc2)c(CC(=O)OC)c1. As a reaction SMILES: [B:30]([Br:31])([Br:32])[Br:33].[CH2:1]([CH:2]=[CH2:3])[O:4][c:5]1[c:6]([C:20]([c:21]2[cH:22][cH:23][c:24]([O:27][CH3:28])[cH:25][cH:26]2)=[O:29])[c:7]([CH2:15][C:16](=[O:17])[O:18][CH3:19])[cH:8][c:9]([O:11][CH2:12][CH:13]=[CH2:14])[cH:10]1.[CH3:34][CH2:35][CH2:36][CH2:37][CH2:38][CH3:39].[CH3:40][OH:41].[Cl:42][CH2:43][Cl:44]>>[OH:4][c:5]1[c:6]([C:20]([c:21]2[cH:22][cH:23][c:24]([O:27][CH3:28])[cH:25][cH:26]2)=[O:29])[c:7]([CH2:15][C:16](=[O:17])[O:18][CH3:19])[cH:8][c:9]([O:11][CH2:12][CH:13]=[CH2:14])[cH:10]1. The reactants are amine, C=1C=CC2=C(C1)N=NN2O (HOBT), ClC1=C(C(=O)O)C(=CC=N1)C (2-chloro-4-methyl-nicotinic acid), C(C)(C)(C)OC(NCC[C@@H](C)N1CCC(CC1)N(C1=CC=C(C=C1)OC)CC1=NC(=CC=C1)C#N)=O ((R)-(3-{4-[(6-Cyano-pyridin-2-ylmethyl)-(4-methoxy-phenyl)-amino]-piperidin-1-yl}-butyl)-carbamic acid tert-butyl ester), CCN=C=NCCCN(C)C (EDCI), CCN(C(C)C)C(C)C (DIPEA). Run in CN(C)C=O (DMF), C(Cl)Cl (CH2Cl2), C(=O)(C(F)(F)F)O (TFA). Reaction conditions: time 1 hour. The product is ClC1=C(C(=O)NCC[C@@H](C)N2CCC(CC2)N(C2=CC=C(C=C2)OC)CC2=NC(=CC=C2)C#N)C(=CC=N1)C (2-chloro-N-((R)-3-{4-[(6-cyano-pyridin-2-ylmethyl)-(4-methoxy-phenyl)-amino]-piperidin-1-yl}-butyl)-4-methyl-nicotinamide). Isolated yield 35.3%. Reaction SMILES: C(O[C:6](=[O:36])[NH:7][CH2:8][CH2:9][C@H:10]([N:12]1[CH2:17][CH2:16][CH:15]([N:18]([CH2:27][C:28]2[CH:33]=[CH:32][CH:31]=[C:30]([C:34]#[N:35])[N:29]=2)[C:19]2[CH:24]=[CH:23][C:22]([O:25][CH3:26])=[CH:21][CH:20]=2)[CH2:14][CH2:13]1)[CH3:11])(C)(C)C.CCN=C=NCCCN(C)C.C1C=CC2N(O)N=NC=2C=1.[Cl:58][C:59]1[N:67]=[CH:66][CH:65]=[C:64]([CH3:68])[C:60]=1C(O)=O.CCN(C(C)C)C(C)C>C(Cl)Cl.C(O)(C(F)(F)F)=O.CN(C=O)C>[Cl:58][C:59]1[N:67]=[CH:66][CH:65]=[C:64]([CH3:68])[C:60]=1[C:6]([NH:7][CH2:8][CH2:9][C@H:10]([N:12]1[CH2:13][CH2:14][CH:15]([N:18]([CH2:27][C:28]2[CH:33]=[CH:32][CH:31]=[C:30]([C:34]#[N:35])[N:29]=2)[C:19]2[CH:20]=[CH:21][C:22]([O:25][CH3:26])=[CH:23][CH:24]=2)[CH2:16][CH2:17]1)[CH3:11])=[O:36]. Reported procedure: (R)-(3-{4-[(6-Cyano-pyridin-2-ylmethyl)-(4-methoxy-phenyl)-amino]-piperidin-1-yl}-butyl)-carbamic acid tert-butyl ester (0.070 g, 0.14 mmol) was dissolved in a 3:1 mixture of CH2Cl2 and TFA and the mixture was stirred at room temperature for 1 h. The solvent was removed in vacuo and the resulting brown oil dried in vacuo (high vacuum system) for 2 h. The resulting amine, EDCI (0.030 g, 0.0.16 mmol) and HOBT (0.021 g, 0.16 mmol) were combined in DMF (5 mL) to give a pale yellow solution. To this ... The reactants are BrC1CC(C2=CC(=CC=C12)F)=O (3-bromo-6-fluoro-1-indanone), C(OC)COC (dimethoxyethane). The reagents and catalysts are C([O-])([O-])=O.[Ag+2] (silver carbonate). The solvent is O (water). Run at time 8 hour. The product is OC1CC(C2=CC(=CC=C12)F)=O (3-hydroxy-6-fluoro-1-indanone). RXN SMILES: Br[CH:2]1[C:10]2[C:5](=[CH:6][C:7]([F:11])=[CH:8][CH:9]=2)[C:4](=[O:12])[CH2:3]1.C(COC)[O:14]C>O.C(=O)([O-])[O-].[Ag+2]>[OH:14][CH:2]1[C:10]2[C:5](=[CH:6][C:7]([F:11])=[CH:8][CH:9]=2)[C:4](=[O:12])[CH2:3]1 |f:3.4|. Procedure: A mixture of 3-bromo-6-fluoro-1-indanone (2.50 g, 10.0 mmoles) and silver carbonate (4.19 g, 15.2 mmoles, Aldrich) in dimethoxyethane (85 mL) and water (65 mL) was stirred overnight at ambient temperature. The mixture was filtered through a pad of celite, and the filtrate was diluted with water (500 mL) and extracted with ethyl acetate (4×100 mL). The combined extracts were washed with water (100 mL) and brine (75 mL), dried over sodium sulfate, filtered, and evaporated in vacuo to give 2.80 g (... Reactants: C(C1=CC=CC=C1)OC(=O)N1C(C2=CC=CC=C2CC1)C1=C(C=CC(=C1)Br)OCC(=O)OCC ((±)-1-(5-bromo-2-ethoxycarbonylmethoxy-phenyl)-3,4-dihydro-1H-isoquinoline-2-carboxylic acid benzyl ester), CN(C)C=O (DMF), CCOCC (Et2O). The reagents and catalysts are [C-]#N.[Zn+2].[C-]#N (zinc cyanide), [Pd].C1(=CC=CC=C1)P(C1=CC=CC=C1)C1=CC=CC=C1.C1(=CC=CC=C1)P(C1=CC=CC=C1)C1=CC=CC=C1.C1(=CC=CC=C1)P(C1=CC=CC=C1)C1=CC=CC=C1.C1(=CC=CC=C1)P(C1=CC=CC=C1)C1=CC=CC=C1 (tetrakis(triphenylphosphine) palladium (0)). Reaction conditions: temperature 110 celsius, time 18 hour. Product: C(C1=CC=CC=C1)OC(=O)N1C(C2=CC=CC=C2CC1)C1=C(C=CC(=C1)C#N)OCC(=O)O ((±)-1-(2-Carboxymethoxy-5-cyano-phenyl)-3,4-dihydro-1H-isoquinoline-2-carboxylic acid benzyl ester). RXN SMILES: [CH2:1]([O:8][C:9]([N:11]1[CH2:20][CH2:19][C:18]2[C:13](=[CH:14][CH:15]=[CH:16][CH:17]=2)[CH:12]1[C:21]1[CH:26]=[C:25](Br)[CH:24]=[CH:23][C:22]=1[O:28][CH2:29][C:30]([O:32]CC)=[O:31])=[O:10])[C:2]1[CH:7]=[CH:6][CH:5]=[CH:4][CH:3]=1.CCOCC.[CH3:40][N:41](C=O)C>[C-]#N.[Zn+2].[C-]#N.[Pd].C1(P(C2C=CC=CC=2)C2C=CC=CC=2)C=CC=CC=1.C1(P(C2C=CC=CC=2)C2C=CC=CC=2)C=CC=CC=1.C1(P(C2C=CC=CC=2)C2C=CC=CC=2)C=CC=CC=1.C1(P(C2C=CC=CC=2)C2C=CC=CC=2)C=CC=CC=1>[CH2:1]([O:8][C:9]([N:11]1[CH2:20][CH2:19][C:18]2[C:13](=[CH:14][CH:15]=[CH:16][CH:17]=2)[CH:12]1[C:21]1[CH:26]=[C:25]([C:40]#[N:41])[CH:24]=[CH:23][C:22]=1[O:28][CH2:29][C:30]([OH:32])=[O:31])=[O:10])[C:2]1[CH:7]=[CH:6][CH:5]=[CH:4][CH:3]=1 |f:3.4.5,6.7.8.9.10|. Procedure: To a solution of (±)-1-(5-bromo-2-ethoxycarbonylmethoxy-phenyl)-3,4-dihydro-1H-isoquinoline-2-carboxylic acid benzyl ester (105 mg, 0.20 mmol, 1.0 eq.) in DMF (10 mL) were added zinc cyanide (23 mg, 0.20 mmol, 1.0 eq.) and tetrakis(triphenylphosphine) palladium (0) (23 mg, 0.02 mmol, 0.1 eq.). The resulting suspension was stirred at 110° C. for 18 hours. After cooling, Et2O (100 mL) was added and the solution was washed with sat. aq. NaCl soln. (2×120 mL). The organic layer was dried over MgSO4,... The reactants are CC1=C(C(=NO1)C1=CC=CC=C1)C=1N=C2N(C=CC(=C2)C(=O)O)C1 (2-(5-methyl-3-phenyl-isoxazol-4-yl)-imidazo[1,2-a]pyridine-7-carboxylic acid), C(C1=CC=CO1)N (furfurylamine). Yields the product O1C(=CC=C1)CNC(=O)C1=CC=2N(C=C1)C=C(N2)C=2C(=NOC2C)C2=CC=CC=C2 (2-(5-Methyl-3-phenyl-isoxazol-4-yl)-imidazo[1,2-a]pyridine-7-carboxylic acid (furan-2-ylmethyl)-amide). The yield is 72.0%. As a reaction SMILES: [CH3:1][C:2]1[O:6][N:5]=[C:4]([C:7]2[CH:12]=[CH:11][CH:10]=[CH:9][CH:8]=2)[C:3]=1[C:13]1[N:14]=[C:15]2[CH:20]=[C:19]([C:21]([OH:23])=O)[CH:18]=[CH:17][N:16]2[CH:24]=1.[CH2:25]([NH2:31])[C:26]1[O:30][CH:29]=[CH:28][CH:27]=1>>[O:30]1[CH:29]=[CH:28][CH:27]=[C:26]1[CH2:25][NH:31][C:21]([C:19]1[CH:18]=[CH:17][N:16]2[CH:24]=[C:13]([C:3]3[C:4]([C:7]4[CH:12]=[CH:11][CH:10]=[CH:9][CH:8]=4)=[N:5][O:6][C:2]=3[CH3:1])[N:14]=[C:15]2[CH:20]=1)=[O:23]. Procedure: As described for Example 11b, 2-(5-methyl-3-phenyl-isoxazol-4-yl)-imidazo[1,2-a]pyridine-7-carboxylic acid (64 mg, 0.2 mmol) was converted, using furfurylamine instead of aminomethylcyclopropane, to the title compound (57 mg, 72%) which was obtained as a yellow foam. MS: m/e=399.1 [M+H]+. The reactants are C(C1=CC=CC=C1)N(CC(=O)C1=CC=C(C(C(=O)N)=C1)OC)CC1=CC=CC=C1 (5-(N,N-dibenzylglycyl)-o-anisamide), [H][H] (hydrogen). The reagents and catalysts are [Pd] (Pd/C). Run in O1CCCC1 (tetrahydrofuran), C(C)O (ethanol), C(C)O (ethanol). Product: NCC(O)C1=CC=C(C(C(=O)N)=C1)OC (5-(2-amino-1-hydroxyethyl)-o-anisamide). RXN SMILES: C([N:8](CC1C=CC=CC=1)[CH2:9][C:10]([C:12]1[CH:20]=[C:16]([C:17]([NH2:19])=[O:18])[C:15]([O:21][CH3:22])=[CH:14][CH:13]=1)=[O:11])C1C=CC=CC=1.[H][H]>O1CCCC1.C(O)C.[Pd]>[NH2:8][CH2:9][CH:10]([C:12]1[CH:20]=[C:16]([C:17]([NH2:19])=[O:18])[C:15]([O:21][CH3:22])=[CH:14][CH:13]=1)[OH:11]. Procedure: A solution of 5-(N,N-dibenzylglycyl)-o-anisamide (3.88g) in tetrahydrofuran (25 ml) and ethanol (125ml) was added to a pre-reduced suspension of 10% Pd/C (1.0g) in ethanol (25 ml). Uptake of hydrogen ceased within 14 hours. The catalyst was filtered off and the solvent evaporated under reduced pressure to leave 5-(2-amino-1-hydroxyethyl)-o-anisamide as a colourless gum. Reactants: CO, CCC(=O)CC(=O)OC. The product is CCC(O)CC(=O)OC. As a reaction SMILES: [CH3:10][OH:11].[O:1]=[C:2]([CH2:3][C:4](=[O:5])[O:6][CH3:7])[CH2:8][CH3:9]>>[OH:1][CH:2]([CH2:3][C:4](=[O:5])[O:6][CH3:7])[CH2:8][CH3:9]. The reactants are FC1=CC=C2C(=NNC2=C1)C1CCNCC1 (6-fluoro-3-(4-piperidinyl)-1H- indazole), BrCCCCOC1=C(C=C(C=C1)C(C)=O)OC (1-[4-(4-bromobutoxy)-3-methoxyphenyl]ethanone), C(=O)([O-])[O-].[K+].[K+] (K2CO3), C(C)#N (acetonitrile). The solvent is O (water). The product is FC1=CC=C2C(=NNC2=C1)C1CCN(CC1)CCCCOC1=C(C=C(C=C1)C(C)=O)OC (1-[4-[4-[4-(6-Fluoro-1H-indazol-3-yl)-1-piperidinyl]butoxy]-3-methoxyphenyl]-ethanone). Isolated yield 84.7%. Reaction SMILES: [F:1][C:2]1[CH:10]=[C:9]2[C:5]([C:6]([CH:11]3[CH2:16][CH2:15][NH:14][CH2:13][CH2:12]3)=[N:7][NH:8]2)=[CH:4][CH:3]=1.Br[CH2:18][CH2:19][CH2:20][CH2:21][O:22][C:23]1[CH:28]=[CH:27][C:26]([C:29](=[O:31])[CH3:30])=[CH:25][C:24]=1[O:32][CH3:33].C([O-])([O-])=O.[K+].[K+].C(#N)C>O>[F:1][C:2]1[CH:10]=[C:9]2[C:5]([C:6]([CH:11]3[CH2:16][CH2:15][N:14]([CH2:18][CH2:19][CH2:20][CH2:21][O:22][C:23]4[CH:28]=[CH:27][C:26]([C:29](=[O:31])[CH3:30])=[CH:25][C:24]=4[O:32][CH3:33])[CH2:13][CH2:12]3)=[N:7][NH:8]2)=[CH:4][CH:3]=1 |f:2.3.4|. Reported procedure: A stirred mixture of 6-fluoro-3-(4-piperidinyl)-1H- indazole (1.9 g, 8.6 mmol), 1-[4-(4-bromobutoxy)-3-methoxyphenyl]ethanone (2.6 g, 8.6 mmol), K2CO3 (1.2 g), and acetonitrile (75 ml) was refluxed for 6 hours. The reaction was poured into water and a white solid settled from solution. This was collected, dried and afforded 3.2 g of product. The product was recrystallized from ethanol to yield 2.7 g (71%) of 1-[4-[4-[4-(6-fluoro-1H-indazol-3-yl)-1-piperidinyl]butoxyl-3-methoxy-phenyl]ethanone as... The reactants are O=C([O-])[O-], CC#N, O=C(NCC12CC3CC(CC(C3)C1)C2)c1cc(NCCCl)ccc1Cl, [Cs+], [Cs+], O. Yields the product O=C(NCC12CC3CC(CC(C3)C1)C2)c1cc(N2CC2)ccc1Cl. As a reaction SMILES: [C:26](=[O:27])([O-:28])[O-:29].[CH3:32][C:33]#[N:34].[Cl:1][c:2]1[c:3]([C:4](=[O:5])[NH:6][CH2:7][C:8]23[CH2:9][CH:10]4[CH2:11][CH:12]([CH2:13][CH:14]([CH2:15]2)[CH2:16]4)[CH2:17]3)[cH:18][c:19]([NH:22][CH2:23][CH2:24][Cl:25])[cH:20][cH:21]1.[Cs+:30].[Cs+:31].[OH2:35]>>[Cl:1][c:2]1[c:3]([C:4](=[O:5])[NH:6][CH2:7][C:8]23[CH2:9][CH:10]4[CH2:11][CH:12]([CH2:13][CH:14]([CH2:15]2)[CH2:16]4)[CH2:17]3)[cH:18][c:19]([N:22]2[CH2:23][CH2:24]2)[cH:20][cH:21]1.